Dataset: the Open Reaction Database (ORD), a public repository of structured organic reaction records. Task: describe an organic reaction: reactants, conditions, products, and yield The reactants are [OH-].[Na+] (sodium hydroxide), C1=CC=CC=2C3=CC=CC=C3NC12 (Carbazole), BrCCCC=C (5-bromo-1-pentene), [Cl-].C(C)[NH+](CC)CC (triethylammonium chloride). Run in O (water), O1CCCC1 (tetrahydrofuran). Reaction conditions: time 6 hour. Yields the product C(=CCCC)N1C2=CC=CC=C2C=2C=CC=CC12 (N-pentenyl-carbazole). Yield: 69.0%. RXN SMILES: [CH:1]1[C:13]2[NH:12][C:11]3[C:6](=[CH:7][CH:8]=[CH:9][CH:10]=3)[C:5]=2[CH:4]=[CH:3][CH:2]=1.Br[CH2:15][CH2:16][CH2:17][CH:18]=[CH2:19].[Cl-].C([NH+](CC)CC)C.[OH-].[Na+]>O1CCCC1.O>[CH:15]([N:12]1[C:11]2[CH:10]=[CH:9][CH:8]=[CH:7][C:6]=2[C:5]2[C:13]1=[CH:1][CH:2]=[CH:3][CH:4]=2)=[CH:16][CH2:17][CH2:18][CH3:19] |f:2.3,4.5|. Procedure: Carbazole (30.1 g, 0.18 mol), 5-bromo-1-pentene (25.5 g, 0.17 mol), and triethylammonium chloride (6 g, 0.026 mol) were combined in tetrahydrofuran (200 mL), and a solution of sodium hydroxide (14 g, 0.35 mol) in water (60 mL) was added. The mixture was heated at reflux with stirring for 6 hours, then cooled to room temperature and left overnight. The aqueous layer was separated and the organic phase was concentrated to dryness. The crude product was redissolved in diethyl ether (100 mL) and was... Starting materials: C(C)(C)(C)OC(N(CC1=CC=CC=C1)CCC1=C(NC2=CC=C(C=C12)N)C1=CC(=CC(=C1)C)C)=O ({2-[5-amino-2-(3,5-dimethylphenyl)-1H-indol-3-yl]ethyl}benzylcarbamic acid tert-butyl ester), C(CCCC)(=O)Cl (valeryl chloride). Solvent: C(C)N(CC)CC (triethylamine). Run at time 17 minute. Product: C(C)(C)(C)OC(N(CCC1=C(NC2=CC=C(C=C12)NC(CCCC)=O)C1=CC(=CC(=C1)C)C)CC1=CC=CC=C1)=O (Benzyl-{2-[2-(3,5-dimethylphenyl)-5-pentanoylamino-1H-indol-3-yl]ethyl}carbamic acid tert-butyl ester). RXN SMILES: [C:1]([O:5][C:6](=[O:35])[N:7]([CH2:15][CH2:16][C:17]1[C:25]2[C:20](=[CH:21][CH:22]=[C:23]([NH2:26])[CH:24]=2)[NH:19][C:18]=1[C:27]1[CH:32]=[C:31]([CH3:33])[CH:30]=[C:29]([CH3:34])[CH:28]=1)[CH2:8][C:9]1[CH:14]=[CH:13][CH:12]=[CH:11][CH:10]=1)([CH3:4])([CH3:3])[CH3:2].[C:36](Cl)(=[O:41])[CH2:37][CH2:38][CH2:39][CH3:40]>C(N(CC)CC)C>[C:1]([O:5][C:6](=[O:35])[N:7]([CH2:8][C:9]1[CH:10]=[CH:11][CH:12]=[CH:13][CH:14]=1)[CH2:15][CH2:16][C:17]1[C:25]2[C:20](=[CH:21][CH:22]=[C:23]([NH:26][C:36](=[O:41])[CH2:37][CH2:38][CH2:39][CH3:40])[CH:24]=2)[NH:19][C:18]=1[C:27]1[CH:32]=[C:31]([CH3:33])[CH:30]=[C:29]([CH3:34])[CH:28]=1)([CH3:4])([CH3:3])[CH3:2]. Procedure details: To a solution of {2-[5-amino-2-(3,5-dimethylphenyl)-1H-indol-3-yl]ethyl}benzylcarbamic acid tert-butyl ester (200 mg in 10 mL dry methylene chloride) at 0° C. was added 0.18 mL triethylamine followed by the dropwise addition of 0.06 mL valeryl chloride and the mixture stirred at low temperature. After 17 minutes, the reaction was quenched by the addition of saturated aqueous sodium bicarbonate and extracted with ethyl acetate. The organic portion was washed successively with saturated sodium bic...